From a dataset of the Open Reaction Database (ORD), a public repository of structured organic reaction records. describe an organic reaction: reactants, conditions, products, and yield Starting materials: ClC1=C(C(=O)NNC(N)=N)C=CC=C1 (2-(2-chlorobenzoyl)hydrazinecarboximidamide). Run in O (water). The product is ClC1=C(C=CC=C1)C1=NNC(=N1)N (3-(2-Chlorophenyl)-1H-1,2,4-triazol-5-amine). RXN SMILES: [Cl:1][C:2]1[CH:14]=[CH:13][CH:12]=[CH:11][C:3]=1[C:4]([NH:6][NH:7][C:8](=[NH:10])[NH2:9])=O>O>[Cl:1][C:2]1[CH:14]=[CH:13][CH:12]=[CH:11][C:3]=1[C:4]1[N:9]=[C:8]([NH2:10])[NH:7][N:6]=1. Reported procedure: A solution of 2-(2-chlorobenzoyl)hydrazinecarboximidamide (3 g, 14.1 mmol) in water (10 mL) was stirred for 4 h at 100° C. After the reaction was completed, the solids were collected by filtration, and washed with H2O (3×5 ml). This resulted in 1.5 g (55%) of 3-(2-chlorophenyl)-1H-1,2,4-triazol-5-amine as a yellow oil. The reactants are C(C1=CC=CC=C1)NC(=O)C1=NC(=CC(=C1)OC)Br (N-benzyl-6-bromo-4-methoxy-2-pyridine carboxamide), [H-].[Na+] (NaH), FC(C=1C=C(C=CC1)O)(F)F (3-(trifluoromethyl) phenol). Reagents/catalysts: [Cu](Cl)Cl (copper chloride). Run in C(C)(=O)OCC (ethyl acetate), CN(C)C=O (DMF). Reaction conditions: temperature 120 celsius, time 5 hour. Yields the product C(C1=CC=CC=C1)NC(=O)C1=NC(=CC(=C1)OC)OC1=CC(=CC=C1)C(F)(F)F (N-benzyl-4-methoxy-6-{3-(trifluoromethyl)phenoxy}-2-pyridine carboxamide). Reaction SMILES: [F:1][C:2]([F:11])([F:10])[C:3]1[CH:4]=[C:5]([OH:9])[CH:6]=[CH:7][CH:8]=1.[H-].[Na+].[CH2:14]([NH:21][C:22]([C:24]1[CH:29]=[C:28]([O:30][CH3:31])[CH:27]=[C:26](Br)[N:25]=1)=[O:23])[C:15]1[CH:20]=[CH:19][CH:18]=[CH:17][CH:16]=1>CN(C=O)C.C(OCC)(=O)C.[Cu](Cl)Cl>[CH2:14]([NH:21][C:22]([C:24]1[CH:29]=[C:28]([O:30][CH3:31])[CH:27]=[C:26]([O:9][C:5]2[CH:6]=[CH:7][CH:8]=[C:3]([C:2]([F:10])([F:11])[F:1])[CH:4]=2)[N:25]=1)=[O:23])[C:15]1[CH:16]=[CH:17][CH:18]=[CH:19][CH:20]=1 |f:1.2|. Reported procedure: 1.04 g (0.0029×2.2 mol) of 3-(trifluoromethyl) phenol was dissolved in about 10 ml of DMF. The obtained solution was further mixed with 0.24 g (ca. 60% in mineral oil; 0.0029×2.0 mol) of NaH and then with 0.94 g (0.0029 mol) of N-benzyl-6-bromo-4-methoxy-2-pyridine carboxamide. After adding 0.15 g (0.0029×0.5 mol) of copper chloride (I), the solution was stirred at about 120° C. for about 5 hours, and then allowed to stand for cooling to room temperature. After the reaction solution was distribu... The reactants are Cl.S1C=CC=2C1=C[N+](=CC2)[O-] (thieno[2,3-c]pyridine 6-oxide hydrochloride), P(=O)(Cl)(Cl)Cl (phosphorus oxychloride). Solvent: O1CCOCC1 (dioxane). Product: ClC=1N=CC=C2C1SC=C2 (7-chloro-thieno[2,3-c]pyridine). Reaction SMILES: Cl.[S:2]1[C:6]2=[CH:7][N+:8]([O-])=[CH:9][CH:10]=[C:5]2[CH:4]=[CH:3]1.P(Cl)(Cl)([Cl:14])=O>O1CCOCC1>[Cl:14][C:7]1[N:8]=[CH:9][CH:10]=[C:5]2[CH:4]=[CH:3][S:2][C:6]=12 |f:0.1|. Procedure details: (adb) 671.5 g of thieno[2,3-c]pyridine 6-oxide hydrochloride were suspended in 4000 ml of dioxane under argon and 655 ml of phosphorus oxychloride are added. The mixture was heated on an oil-bath until the exothermic reaction set in. After the exothermic reaction faded away, the mixture was heated to reflux for an additional 10 minutes. The mixture was concentrated in vacuo and the residue was taken up in 2000 ml of toluene. The solution was then treated with 300 ml of water while cooling slowly... Reactants: OC1C(C(CC1)C=CC(C(CCCC)CC)O)CCCCCCC(=O)O (7-[2-hydroxy-5-(4-ethyl-3-hydroxyoct-1-enyl)-cyclopentyl]heptanoic acid), [H][H] (hydrogen), [H][H] (hydrogen). Reagents/catalysts: [Pd] (palladium on charcoal). The solvent is C(C)O (ethanol). Yields the product OC1C(C(CC1)CCC(C(CCCC)CC)O)CCCCCCC(=O)O (7-[2-hydroxy-5-(4-ethyl-3-hydroxyoctyl)cyclopentyl]heptanoic acid). Yield: 77.9%. Reaction SMILES: [OH:1][CH:2]1[CH2:6][CH2:5][CH:4]([CH:7]=[CH:8][CH:9]([OH:17])[CH:10]([CH2:15][CH3:16])[CH2:11][CH2:12][CH2:13][CH3:14])[CH:3]1[CH2:18][CH2:19][CH2:20][CH2:21][CH2:22][CH2:23][C:24]([OH:26])=[O:25].[H][H]>C(O)C.[Pd]>[OH:1][CH:2]1[CH2:6][CH2:5][CH:4]([CH2:7][CH2:8][CH:9]([OH:17])[CH:10]([CH2:15][CH3:16])[CH2:11][CH2:12][CH2:13][CH3:14])[CH:3]1[CH2:18][CH2:19][CH2:20][CH2:21][CH2:22][CH2:23][C:24]([OH:26])=[O:25]. Reported procedure: A stirred solution of 7-[2-hydroxy-5-(4-ethyl-3-hydroxyoct-1-enyl)-cyclopentyl]heptanoic acid [0.6 g; prepared as described in Example 4(iii)] in ethanol (25 ml.) was reduced with hydrogen at a hydrogen pressure of 6.3 kg./cm2 and in the presence of a 5% palladium on charcoal catalyst (0.68 g.). The catalyst was then filtered off and the filtrate evaporated to give 7-[2-hydroxy-5-(4-ethyl-3-hydroxyoctyl)cyclopentyl]heptanoic acid (0.47 g.), νmax 1700 cm-1 (Found: C, 71.2; H,11.7%; C22H42O4 requi... Reactants: COC(=O)c1nc(C(F)(F)F)n2c1C(C)N(C(=O)OC(C)(C)C)CC2, CCOC(C)=O, Cl. Yields the product COC(=O)c1nc(C(F)(F)F)n2c1C(C)NCC2, Cl. As a reaction SMILES: [CH3:1][O:2][C:3](=[O:4])[c:5]1[n:6][c:7]([C:22]([F:23])([F:24])[F:25])[n:8]2[c:9]1[CH:10]([CH3:21])[N:11]([C:14]([O:15][C:16]([CH3:17])([CH3:18])[CH3:19])=[O:20])[CH2:12][CH2:13]2.[CH3:27][CH2:28][O:29][C:30](=[O:31])[CH3:32].[ClH:26]>>[CH3:1][O:2][C:3](=[O:4])[c:5]1[n:6][c:7]([C:22]([F:23])([F:24])[F:25])[n:8]2[c:9]1[CH:10]([CH3:21])[NH:11][CH2:12][CH2:13]2.[ClH:26]. Starting materials: NC1CCC2=CC=CC=C12 ((rac)-1-aminoindan), C1(=CC=C(C=C1)C(=O)Cl)C (p-toluoyl chloride). Yields the product C1(=CC=C(C=C1)C(=O)NC1CCC2=CC=CC=C12)C ((rac)-N-(p-Toluoyl)-1-aminoindan). Reaction SMILES: [NH2:1][CH:2]1[C:10]2[C:5](=[CH:6][CH:7]=[CH:8][CH:9]=2)[CH2:4][CH2:3]1.[C:11]1([CH3:20])[CH:16]=[CH:15][C:14]([C:17](Cl)=[O:18])=[CH:13][CH:12]=1>>[C:11]1([CH3:20])[CH:16]=[CH:15][C:14]([C:17]([NH:1][CH:2]2[C:10]3[C:5](=[CH:6][CH:7]=[CH:8][CH:9]=3)[CH2:4][CH2:3]2)=[O:18])=[CH:13][CH:12]=1. Reported procedure: The title compound was prepared from (rac)-1-aminoindan (5.0 g, 37.6 mmole) and p-toluoyl chloride (5.2 g, 33.8 mmole) as in Ex. 52; 4.8 g (19.1 mmole, 57%), mp: 140° C.